Dataset: the Open Reaction Database (ORD), a public repository of structured organic reaction records. Task: describe an organic reaction: reactants, conditions, products, and yield Starting materials: C1(CC1)C1=CC2=C(N(N=C2C=C1N(S(=O)(=O)C)CCCN1C(C2=CC=CC=C2C1=O)=O)C1=CC=C(C=C1)NC1=CC=C(C=C1)F)C(=O)NC (5-cyclopropyl-6-[3-(1,3-dioxoisoindolin-2-yl)propyl-methylsulfonyl-amino]-2-[4-(4-fluoroanilino)phenyl]-N-methyl-indazole-3-carboxamide), NCCN(C=1C(=CC2=C(N(N=C2C1)C1=CC=C(C=C1)Br)C(=O)NC)C1CC1)S(=O)(=O)C (6-[(2-aminoethyl)(methylsulfonyl)amino]-2-(4-bromophenyl)-5-cyclopropyl-N-methyl-2H-indazole-3-carboxamide). Product: NCCCN(C=1C(=CC2=C(N(N=C2C1)C1=CC=C(C=C1)NC1=CC=C(C=C1)F)C(=O)NC)C1CC1)S(=O)(=O)C (6-[3-Aminopropyl(methylsulfonyl)amino]-5-cyclopropyl-2-[4-(4-fluoroanilino)phenyl]-N-methyl-indazole-3-carboxamide). Reaction SMILES: [CH:1]1([C:4]2[C:12]([N:13]([CH2:18][CH2:19][CH2:20][N:21]3C(=O)C4C(=CC=CC=4)C3=O)[S:14]([CH3:17])(=[O:16])=[O:15])=[CH:11][C:10]3[C:6](=[C:7]([C:46]([NH:48][CH3:49])=[O:47])[N:8]([C:32]4[CH:37]=[CH:36][C:35]([NH:38][C:39]5[CH:44]=[CH:43][C:42]([F:45])=[CH:41][CH:40]=5)=[CH:34][CH:33]=4)[N:9]=3)[CH:5]=2)[CH2:3][CH2:2]1.NCCN(S(C)(=O)=O)C1C(C2CC2)=CC2C(C=1)=NN(C1C=CC(Br)=CC=1)C=2C(NC)=O>>[NH2:21][CH2:20][CH2:19][CH2:18][N:13]([S:14]([CH3:17])(=[O:15])=[O:16])[C:12]1[C:4]([CH:1]2[CH2:3][CH2:2]2)=[CH:5][C:6]2[C:10]([CH:11]=1)=[N:9][N:8]([C:32]1[CH:33]=[CH:34][C:35]([NH:38][C:39]3[CH:44]=[CH:43][C:42]([F:45])=[CH:41][CH:40]=3)=[CH:36][CH:37]=1)[C:7]=2[C:46]([NH:48][CH3:49])=[O:47]. Procedure: 6-[3-Aminopropyl(methylsulfonyl)amino]-5-cyclopropyl-2-[4-(4-fluoroanilino)phenyl]-N-methyl-indazole-3-carboxamide (iv) was prepared by hydrolysis of compound (iii) using a similar procedure to Compound (7) (Method D, Step b).